From a dataset of the Open Reaction Database (ORD), a public repository of structured organic reaction records. describe an organic reaction: reactants, conditions, products, and yield Reactants: NC1=NNC=C1 (3-aminopyrazole), C(C)OC(C(C(C)=O)Cl)=O (2-chloro-3-oxo-butyric acid ethyl ester), C(C)(=O)O (acetic acid). The solvent is CCO (EtOH). Reaction conditions: temperature 120 celsius. Product: ClC=1C(=NC=2N(C1O)N=CC2)C (6-chloro-5-methylpyrazolo[1,5-a]pyrimidin-7-ol). Isolated yield 93.7%. RXN SMILES: [NH2:1][C:2]1[CH:6]=[CH:5][NH:4][N:3]=1.C([O:9][C:10](=O)[CH:11]([Cl:15])[C:12](=O)[CH3:13])C.C(O)(=O)C>CCO>[Cl:15][C:11]1[C:12]([CH3:13])=[N:1][C:2]2[N:3]([N:4]=[CH:5][CH:6]=2)[C:10]=1[OH:9]. Reported procedure: A mixture of 3-aminopyrazole (10.0 g, 120.3 mmol), 2-chloro-3-oxo-butyric acid ethyl ester (16.7 mL, 120.3 mmol), and glacial acetic acid (103 mL) was heated to 120° C. for 1 hour. After cooling to room temperature, the reaction mixture was diluted with EtOH and concentrated. Trituration with Et2O gave 20.7 g (94%) desired product. MS APCI (+) m/z 184, 186 (M+, Cl pattern) detected; 1H NMR (400 mHz, CD3OD) δ 7.90 (d, 1H), 6.17 (d, 1H), 2.53 (s, 3H).